describe an organic reaction: reactants, conditions, products, and yield From a dataset of the Open Reaction Database (ORD), a public repository of structured organic reaction records. Reactants: C(C)(C)(C)OC(=O)NC1(CCC1)C(=O)OCC (ethyl 1-tert-butoxycarbonylaminocyclobutanecarboxylate), [OH-].[Na+] (sodium hydroxide). Run in CO (methanol). Reaction conditions: time 8 hour. The product is C(C)(C)(C)OC(=O)NC1(CCC1)C(=O)O (1-tert-Butoxycarbonylaminocyclobutanecarboxylic acid). Isolated yield 97.0%. RXN SMILES: [C:1]([O:5][C:6]([NH:8][C:9]1([C:13]([O:15]CC)=[O:14])[CH2:12][CH2:11][CH2:10]1)=[O:7])([CH3:4])([CH3:3])[CH3:2].[OH-].[Na+]>CO>[C:1]([O:5][C:6]([NH:8][C:9]1([C:13]([OH:15])=[O:14])[CH2:12][CH2:11][CH2:10]1)=[O:7])([CH3:4])([CH3:2])[CH3:3] |f:1.2|. Procedure details: A 64.28 g (264 mmol) portion of ethyl 1-tert-butoxycarbonylaminocyclobutanecarboxylate was dissolved in 400 ml of methanol, mixed with 400 ml of 1N sodium hydroxide aqueous solution and then stirred overnight at room temperature. After evaporation of the solvent, the resulting residue was mixed with 20% citric acid aqueous solution-chloroform. The resulting organic layer was dried over anhydrous sodium sulfate and the solvent was evaporated to yield 55.29 g (97%) of the title compound. Reactants: CCOC(=O)N1CCC(N)CC1, CCOC(C)=O, [H-], [Na+], CN(C)C=O, COc1ccc2c(c1)c(O)cc(=O)n2C, O=S(=O)(Nc1ccccc1)C(F)(F)F. The product is CCOC(=O)N1CCC(Nc2cc(=O)n(C)c3ccc(OC)cc23)CC1. RXN SMILES: [CH2:32]([CH3:33])[O:34][C:35](=[O:36])[N:37]1[CH2:38][CH2:39][CH:40]([NH2:43])[CH2:41][CH2:42]1.[CH3:49][CH2:50][O:51][C:52]([CH3:53])=[O:54].[H-:16].[Na+:17].[O:44]=[CH:45][N:46]([CH3:47])[CH3:48].[OH:1][c:2]1[cH:3][c:4](=[O:15])[n:5]([CH3:14])[c:6]2[cH:7][cH:8][c:9]([O:12][CH3:13])[cH:10][c:11]12.[c:18]1([NH:19][S:20]([C:21]([F:22])([F:23])[F:24])(=[O:25])=[O:26])[cH:27][cH:28][cH:29][cH:30][cH:31]1>>[c:2]1([NH:43][CH:40]2[CH2:39][CH2:38][N:37]([C:35]([O:34][CH2:32][CH3:33])=[O:36])[CH2:42][CH2:41]2)[cH:3][c:4](=[O:15])[n:5]([CH3:14])[c:6]2[cH:7][cH:8][c:9]([O:12][CH3:13])[cH:10][c:11]12. Reactants: C=CC(=O)[O-], C=CC(=O)OCCCCOC(=O)OC(C)Cl, CN(C)C=O, [K+], C1COCCOCCOCCOCCOCCO1. Yields the product C=CC(=O)OCCCCOC(=O)OC(C)OC(=O)C=C. RXN SMILES: [C:17]([CH:18]=[CH2:19])(=[O:20])[O-:21].[C:1]([O:2][CH:3]([CH3:4])[Cl:5])([O:6][CH2:7][CH2:8][CH2:9][CH2:10][O:11][C:12]([CH:13]=[CH2:14])=[O:15])=[O:16].[CH3:41][N:42]([CH3:43])[CH:44]=[O:45].[K+:22].[O:23]1[CH2:24][CH2:25][O:26][CH2:27][CH2:28][O:29][CH2:30][CH2:31][O:32][CH2:33][CH2:34][O:35][CH2:36][CH2:37][O:38][CH2:39][CH2:40]1>>[C:1]([O:2][CH:3]([CH3:4])[O:21][C:17]([CH:18]=[CH2:19])=[O:20])([O:6][CH2:7][CH2:8][CH2:9][CH2:10][O:11][C:12]([CH:13]=[CH2:14])=[O:15])=[O:16]. Starting materials: COC1=C(OCC=2N=C(OC2C)C2=CC=C(C=C2)CC(=O)OCC)C=CC(=C1)COC1=NN(C=C1\C=C\C=1N=C(SC1C)N1CCCCC1)C1=CC=CC=C1 (ethyl [4-{4-[(2-methoxy-4-{[(4-{(E)-2-[5-methyl-2-(piperidin-1-yl)-1,3-thiazol-4-yl]ethenyl}-1-phenyl-1H-pyrazol-3-yl)oxy]methyl}phenoxy)methyl]-5-methyl-1,3-oxazol-2-yl}phenyl]acetate), O1CCCC1 (tetrahydrofuran), [OH-].[Na+] (sodium hydroxide), Cl (hydrochloric acid). Solvent: C(C)O (ethanol), O (water). Conditions: temperature 50 celsius, time 1.5 hour. Product: COC1=C(OCC=2N=C(OC2C)C2=CC=C(C=C2)CC(=O)O)C=CC(=C1)COC1=NN(C=C1\C=C\C=1N=C(SC1C)N1CCCCC1)C1=CC=CC=C1 ([4-{4-[(2-methoxy-4-{[(4-{(E)-2-[5-methyl-2-(piperidin-1-yl)-1,3-thiazol-4-yl]ethenyl}-1-phenyl-1H-pyrazol-3-yl)oxy]methyl}phenoxy)methyl]-5-methyl-1,3-oxazol-2-yl}phenyl]acetic acid). Isolated yield 57.7%. As a reaction SMILES: [CH3:1][O:2][C:3]1[CH:28]=[C:27]([CH2:29][O:30][C:31]2[C:35](/[CH:36]=[CH:37]/[C:38]3[N:39]=[C:40]([N:44]4[CH2:49][CH2:48][CH2:47][CH2:46][CH2:45]4)[S:41][C:42]=3[CH3:43])=[CH:34][N:33]([C:50]3[CH:55]=[CH:54][CH:53]=[CH:52][CH:51]=3)[N:32]=2)[CH:26]=[CH:25][C:4]=1[O:5][CH2:6][C:7]1[N:8]=[C:9]([C:13]2[CH:18]=[CH:17][C:16]([CH2:19][C:20]([O:22]CC)=[O:21])=[CH:15][CH:14]=2)[O:10][C:11]=1[CH3:12].O1CCCC1.[OH-].[Na+].Cl>O.C(O)C>[CH3:1][O:2][C:3]1[CH:28]=[C:27]([CH2:29][O:30][C:31]2[C:35](/[CH:36]=[CH:37]/[C:38]3[N:39]=[C:40]([N:44]4[CH2:45][CH2:46][CH2:47][CH2:48][CH2:49]4)[S:41][C:42]=3[CH3:43])=[CH:34][N:33]([C:50]3[CH:51]=[CH:52][CH:53]=[CH:54][CH:55]=3)[N:32]=2)[CH:26]=[CH:25][C:4]=1[O:5][CH2:6][C:7]1[N:8]=[C:9]([C:13]2[CH:18]=[CH:17][C:16]([CH2:19][C:20]([OH:22])=[O:21])=[CH:15][CH:14]=2)[O:10][C:11]=1[CH3:12] |f:2.3|. Reported procedure: To a mixture of ethyl [4-{4-[(2-methoxy-4-{[(4-{(E)-2-[5-methyl-2-(piperidin-1-yl)-1,3-thiazol-4-yl]ethenyl}-1-phenyl-1H-pyrazol-3-yl)oxy]methyl}phenoxy)methyl]-5-methyl-1,3-oxazol-2-yl}phenyl]acetate (0.36 g), tetrahydrofuran (9 mL) and ethanol (3 mL) was added 1N aqueous sodium hydroxide solution (1 mL), and the mixture was stirred at 50° C. for 1.5 hrs. To the reaction mixture were added 1N hydrochloric acid (1 mL) and water, and the mixture was extracted with ethyl acetate. The ethyl acetate...